Dataset: the Open Reaction Database (ORD), a public repository of structured organic reaction records. Task: describe an organic reaction: reactants, conditions, products, and yield Reactants: COC(=O)CBr, CN(C)C=O, CSC1CC(=O)N1, [H-], [Na+], O. Product: COC(=O)CN1C(=O)CC1SC. As a reaction SMILES: [Br:10][CH2:11][C:12](=[O:13])[O:14][CH3:15].[CH3:16][N:17]([CH3:18])[CH:19]=[O:20].[CH3:1][S:2][CH:3]1[CH2:4][C:5](=[O:7])[NH:6]1.[H-:8].[Na+:9].[OH2:21]>>[CH3:1][S:2][CH:3]1[CH2:4][C:5](=[O:7])[N:6]1[CH2:11][C:12](=[O:13])[O:14][CH3:15]. Reactants: FC(C1=CC=C(C=C1)/C=C/C(=O)N)(F)F ((E)-3-(4-trifluoromethylphenyl)-2-propenamide), ClCC(=O)CCl (1,3-dichloroacetone), O (water). Solvent: C1(=CC=CC=C1)C (toluene). Yields the product ClCC=1N=C(OC1)\C=C\C1=CC=C(C=C1)C(F)(F)F (4-chloromethyl-2-[(E)-2-(4-trifluoromethylphenyl)ethenyl]-1,3-oxazole). Yield: 63.1%. As a reaction SMILES: [F:1][C:2]([F:15])([F:14])[C:3]1[CH:8]=[CH:7][C:6](/[CH:9]=[CH:10]/[C:11]([NH2:13])=[O:12])=[CH:5][CH:4]=1.[Cl:16][CH2:17][C:18]([CH2:20]Cl)=O.O>C1(C)C=CC=CC=1>[Cl:16][CH2:17][C:18]1[N:13]=[C:11](/[CH:10]=[CH:9]/[C:6]2[CH:5]=[CH:4][C:3]([C:2]([F:14])([F:15])[F:1])=[CH:8][CH:7]=2)[O:12][CH:20]=1. Procedure: A mixture of (E)-3-(4-trifluoromethylphenyl)-2-propenamide (17.9 g) and 1,3-dichloroacetone (14.8 g) in toluene (83 ml) was refluxed for 9 hours by use of Dean-Stark apparatus. After cooling, the reaction mixture was combined with water, extracted with ethyl acetate, washed with saturated brine, and dried over magnesium sulfate, then concentrated under reduced pressure. The residue was purified by silica gel column chromatography (eluent: hexane:ethyl acetate=6:1 to 5:1) to give the titled compo... The reactants are C1=CC=C(C=C1)C[C@H](C(=O)O)NC(=O)OCC2=CC=CC=C2 (Z-D-phenylalanine), thiophen-2-yl-acethyl chloride, CN(C)C=O (DMF), C(=O)(OC(C)(C)C)N1CCN(CC1)CCO (N-Boc-4-hydroxyethylpiperazine), S1C2=C(C=C1C1=NC3(C(O1)=O)CCCC3)C=CC=C2 (2-benzo[b]thiophen-2-yl-3-oxa-1-azaspiro[4.4]-non-1-en-4-one). Run in C(Cl)Cl (CH2Cl2). Yields the product C1(=CC=CC=C1)C[C@H](C(NCCN1CCN(CC1)C(CC=1SC=CC1)=O)=O)NC(=O)C1(CCCC1)NC(=O)C1=CC2=C(S1)C=CC=C2 (benzo[b]thiophene-2-carboxylic acid [1-(2-phenyl-1(R)-{2-[4-(thiophen-2-yl-acetyl)-piperazin-1-yl]-ethylcarbamoyl}-ethylcarbamoyl)-cyclopentyl]-amide). Reaction SMILES: [CH:1]1[CH:6]=[CH:5][C:4]([CH2:7][C@@H:8]([NH:12][C:13]([O:15]CC2C=CC=CC=2)=O)[C:9]([OH:11])=O)=[CH:3][CH:2]=1.C([N:30]1[CH2:35][CH2:34][N:33]([CH2:36]CO)[CH2:32]C1)(OC(C)(C)C)=O.[S:39]1[C:43]([C:44]2[O:48]C(=O)[C:46]3([CH2:53][CH2:52][CH2:51][CH2:50]3)[N:45]=2)=[CH:42][C:41]2[CH:54]=[CH:55][CH:56]=[CH:57][C:40]1=2.[CH3:58][N:59]([CH:61]=[O:62])[CH3:60]>C(Cl)Cl>[C:4]1([CH2:7][C@@H:8]([NH:12][C:13]([C:46]2([NH:45][C:44]([C:43]3[S:39][C:40]4[CH:57]=[CH:56][CH:55]=[CH:54][C:41]=4[CH:42]=3)=[O:48])[CH2:50][CH2:51][CH2:52][CH2:53]2)=[O:15])[C:9](=[O:11])[NH:30][CH2:35][CH2:34][N:33]2[CH2:32][CH2:60][N:59]([C:61](=[O:62])[CH2:57][C:40]3[S:39][CH:43]=[CH:42][CH:41]=3)[CH2:58][CH2:36]2)[CH:3]=[CH:2][CH:1]=[CH:6][CH:5]=1. Procedure: Analogously to Example 95) 4-[2-2(R)-amino-3-phenyl-propionylamino)-ethyl]-piperazine-1-carboxylic acid tert-butyl ester (obtained starting from Z-D-phenylalanine and N-Boc-4-hydroxyethylpiperazine by reactions and couplings widely described in literature and in part already reported in previous examples) (100 mg, 0.26 mmol) and 2-benzo[b]thiophen-2-yl-3-oxa-1-azaspiro[4.4]-non-1-en-4-one (72 mg, 0.26 mmol) are caused to react in DMF to yield a product which is deprotected and subsequently acyla...